From a dataset of the Open Reaction Database (ORD), a public repository of structured organic reaction records. describe an organic reaction: reactants, conditions, products, and yield Reactants: CCCCOc1cc2c(Cl)c(C#N)cnc2cc1OCCOC, CCOCCO, COc1cc(N)c(Cl)cc1Cl, Cl, c1ccncc1. As a reaction SMILES: [CH2:1]([CH2:2][CH2:3][CH3:4])[O:5][c:6]1[cH:7][c:8]2[c:9]([Cl:23])[c:10]([C:21]#[N:22])[cH:11][n:12][c:13]2[cH:14][c:15]1[O:16][CH2:17][CH2:18][O:19][CH3:20].[CH3:42][CH2:43][O:44][CH2:45][CH2:46][OH:47].[Cl:24][c:25]1[c:26]([NH2:27])[cH:28][c:29]([O:33][CH3:34])[c:30]([Cl:32])[cH:31]1.[ClH:35].[n:36]1[cH:37][cH:38][cH:39][cH:40][cH:41]1>>[CH2:1]([CH2:2][CH2:3][CH3:4])[O:5][c:6]1[cH:7][c:8]2[c:9]([NH:27][c:26]3[c:25]([Cl:24])[cH:31][c:30]([Cl:32])[c:29]([O:33][CH3:34])[cH:28]3)[c:10]([C:21]#[N:22])[cH:11][n:12][c:13]2[cH:14][c:15]1[O:16][CH2:17][CH2:18][O:19][CH3:20]. The product is CCCCOc1cc2c(Nc3cc(OC)c(Cl)cc3Cl)c(C#N)cnc2cc1OCCOC. RXN SMILES: C[O:2][CH:3]1[CH:8]([CH:9](OC)[C:10]2[CH:15]=[CH:14][CH:13]=[CH:12][CH:11]=2)[CH2:7][CH2:6][CH:5](OC)[O:4]1.O1CCOCC1.Cl.C(=O)(O)[O-].[Na+]>O>[CH:9](=[C:8]([CH2:7][CH2:6][CH:5]=[O:4])[CH:3]=[O:2])[C:10]1[CH:15]=[CH:14][CH:13]=[CH:12][CH:11]=1 |f:3.4|. Product: C(C1=CC=CC=C1)=C(C=O)CCC=O (2-Benzylideneglutaraldehyde). Solvent: O (water). The reactants are COC1OC(CCC1C(C1=CC=CC=C1)OC)OC (2,6-dimethoxy-3-(α-methoxybenzyl)tetrahydropyran), C([O-])(O)=O.[Na+] (sodium bicarbonate), O1CCOCC1 (dioxane), Cl (hydrochloric acid). Reported procedure: A mixture of 100 g. 2,6-dimethoxy-3-(α-methoxybenzyl)tetrahydropyran, 300 g. dioxane, 200 ml. water and 40 g. concentrated hydrochloric acid was stirred for 2 hours at 60°-70° C. The solution, which eventually became homogeneous and brown colored, was cooled, neutralized with sodium bicarbonate and the organic layer was separated. The aqueous layer was extracted twice with ether and the combined organic phase was washed until neutral. The solvent was removed and the residue was distilled in vacu... The reactants are CSC.B (borane dimethyl sulfide), FC=1C=C(C=CC1F)CC(=O)O (2-(3,4-difluorophenyl)acetic acid), CO (methanol). The solvent is C1CCOC1 (THF). Run at time 1 hour. The product is FC=1C=C(C=CC1F)CCO (2-(3,4-Difluorophenyl)ethanol). Reaction SMILES: CSC.B.[F:5][C:6]1[CH:7]=[C:8]([CH2:13][C:14](O)=[O:15])[CH:9]=[CH:10][C:11]=1[F:12].CO>C1COCC1>[F:5][C:6]1[CH:7]=[C:8]([CH2:13][CH2:14][OH:15])[CH:9]=[CH:10][C:11]=1[F:12] |f:0.1|. Procedure: A solution of borane dimethyl sulfide (2M in THF, 18.30 mL) was added cautiously to a solution of 2-(3,4-difluorophenyl)acetic acid (2.1 g) in THF (20 mL) at 0° C. The resulting mixture was allowed to warm to RT and stirred for 1 h. The reaction was cooled in an ice bath and methanol (5 mL) was added dropwise. The reaction was stirred until bubbling ceased and the solvent evaporated in vacuo. Purification was by silica gel chromatography eluting with isohexane to 4:1 isohexane:ethyl acetate. The... Reactants: C(C(O)C1=CC=CC=C1)(=O)O[C@H]1[C@@H](C2=CC(=CC=C2C1)[N+](=O)[O-])N ((1R,2R)-1-amino-6-nitroindan-2-ol mandelate), [OH-].[Na+] (NaOH), C1(=CC=C(C=C1)C(=O)Cl)C1=CC=CC=C1 (4-biphenylcarbonyl chloride). Run in C1(=CC=CC=C1)C (toluene). Run at time 1 hour. Product: [N+](=O)([O-])C1=CC=C2CC([C@@H](C2=C1)NC(=O)C1=CC=C(C=C1)C1=CC=CC=C1)O (biphenyl-4-carboxylic acid (R)-(6-nitro-2-hydroxyindan-1-yl)amide). Yield: 106.8%. As a reaction SMILES: C([O:11][C@@H:12]1[CH2:20][C:19]2[C:14](=[CH:15][C:16]([N+:21]([O-:23])=[O:22])=[CH:17][CH:18]=2)[C@H:13]1[NH2:24])(=O)C(C1C=CC=CC=1)O.[OH-].[Na+].[C:27]1([C:36]2[CH:41]=[CH:40][CH:39]=[CH:38][CH:37]=2)[CH:32]=[CH:31][C:30]([C:33](Cl)=[O:34])=[CH:29][CH:28]=1>C1(C)C=CC=CC=1>[N+:21]([C:16]1[CH:15]=[C:14]2[C:19]([CH2:20][CH:12]([OH:11])[C@@H:13]2[NH:24][C:33]([C:30]2[CH:31]=[CH:32][C:27]([C:36]3[CH:37]=[CH:38][CH:39]=[CH:40][CH:41]=3)=[CH:28][CH:29]=2)=[O:34])=[CH:18][CH:17]=1)([O-:23])=[O:22] |f:1.2|. Reported procedure: Add (1R,2R)-1-amino-6-nitroindan-2-ol mandelate (0.64 kg, 1.85 mol) to a mixture of toluene (9.6 L) and aqueous 1 N NaOH (4.8 L, 4.8 mol, 2.6 equiv). After 1 h, add 4-biphenylcarbonyl chloride (0.44 kg, 2.0 mol, 1.1 equiv) in portions over 20–30 min. After 22 hours, filter the solids under vacuum and rinse sequentially with 0.5 L of toluene, 2 L of water, and 2 L of toluene. Dry the cake to afford 0.74 kg of biphenyl-4-carboxylic acid (R)-(6-nitro-2-hydroxyindan-1-yl)amide. Add 38.2 L of ethyl a... The reactants are C(C)C(C(=O)[O-])CCCC (2-ethylhexanoate), C(CCCCCCCCCCCCC)(=O)OC(C)C (isopropyl myristate). The product is C(CCCCCCCCCCCCCCCCC)O (Stearyl alcohol). Reaction SMILES: C([CH:3]([CH2:7][CH2:8][CH2:9][CH3:10])[C:4]([O-:6])=O)C.[C:11](OC(C)C)(=O)[CH2:12][CH2:13][CH2:14][CH2:15][CH2:16][CH2:17][CH2:18][CH2:19][CH2:20][CH2:21][CH2:22]CC>>[CH2:4]([OH:6])[CH2:3][CH2:7][CH2:8][CH2:9][CH2:10][CH2:22][CH2:21][CH2:20][CH2:19][CH2:18][CH2:17][CH2:16][CH2:15][CH2:14][CH2:13][CH2:12][CH3:11]. Reported procedure: 10 Mixture of cetostearyl 2-ethylhexanoate and isopropyl myristate "CERAMOLL" (Creations Aromatiques) 2.0 g Yields the product CC(c1ccc(-c2ccn(C)c(=O)c2)cc1)N1CCC(CC(C)(C)O)(c2ccccc2)OC1=O. Reactants: O=C([O-])[O-], C1COCCO1, [Cs+], [Cs+], Cn1ccc(I)cc1=O, CC(c1ccc(B2OC(C)(C)C(C)(C)O2)cc1)N1CCC(CC(C)(C)O)(c2ccccc2)OC1=O, Cl[Pd]Cl, c1ccc(P(c2ccccc2)c2ccccc2)cc1, c1ccc(P(c2ccccc2)c2ccccc2)cc1. Reaction SMILES: [C:45](=[O:46])([O-:47])[O-:48].[CH2:51]1[O:52][CH2:53][CH2:54][O:55][CH2:56]1.[Cs+:49].[Cs+:50].[I:1][c:2]1[cH:3][c:4](=[O:9])[n:5]([CH3:8])[cH:6][cH:7]1.[OH:10][C:11]([CH2:12][C:13]1([c:37]2[cH:38][cH:39][cH:40][cH:41][cH:42]2)[CH2:14][CH2:15][N:16]([CH:20]([CH3:21])[c:22]2[cH:23][cH:24][c:25]([B:28]3[O:29][C:30]([CH3:31])([CH3:32])[C:33]([CH3:34])([CH3:35])[O:36]3)[cH:26][cH:27]2)[C:17](=[O:19])[O:18]1)([CH3:43])[CH3:44].[Pd:57]([Cl:58])[Cl:59].[c:60]1([P:61]([c:62]2[cH:63][cH:64][cH:65][cH:66][cH:67]2)[c:68]2[cH:69][cH:70][cH:71][cH:72][cH:73]2)[cH:74][cH:75][cH:76][cH:77][cH:78]1.[c:79]1([P:80]([c:81]2[cH:82][cH:83][cH:84][cH:85][cH:86]2)[c:87]2[cH:88][cH:89][cH:90][cH:91][cH:92]2)[cH:93][cH:94][cH:95][cH:96][cH:97]1>>[c:2]1(-[c:25]2[cH:24][cH:23][c:22]([CH:20]([N:16]3[CH2:15][CH2:14][C:13]([CH2:12][C:11]([OH:10])([CH3:43])[CH3:44])([c:37]4[cH:38][cH:39][cH:40][cH:41][cH:42]4)[O:18][C:17]3=[O:19])[CH3:21])[cH:27][cH:26]2)[cH:3][c:4](=[O:9])[n:5]([CH3:8])[cH:6][cH:7]1. Starting materials: C1(CCCCC1)C=1C=2C=CC(=CC2N2C1C1=C(CN(CC2)C(CN2C=NC=C2)=O)C=C(C=C1)F)C(=O)OC (Methyl 14-cyclohexyl-3-fluoro-6-(1H-imidazol-1-ylacetyl)-5,6,7,8-tetrahydroindolo[2,1-a][2,5]benzodiazocine-11-carboxylate), [OH-].[K+] (KOH). The solvent is O1CCOCC1.O (dioxane H2O). Run at temperature 60 celsius, time 3 hour. Yields the product C1(CCCCC1)C=1C=2C=CC(=CC2N2C1C1=C(CN(CC2)C(CN2C=NC=C2)=O)C=C(C=C1)F)C(=O)O (14-cyclohexyl-3-fluoro-6-(1H-imidazol-1-ylacetyl)-5,6,7,8-tetrahydroindolo[2,1-a][2,5]benzodiazocine-11-carboxylic acid). Yield: 41.0%. RXN SMILES: [CH:1]1([C:7]2[C:8]3[CH:9]=[CH:10][C:11]([C:35]([O:37]C)=[O:36])=[CH:12][C:13]=3[N:14]3[CH2:21][CH2:20][N:19]([C:22](=[O:29])[CH2:23][N:24]4[CH:28]=[CH:27][N:26]=[CH:25]4)[CH2:18][C:17]4[CH:30]=[C:31]([F:34])[CH:32]=[CH:33][C:16]=4[C:15]=23)[CH2:6][CH2:5][CH2:4][CH2:3][CH2:2]1.[OH-].[K+]>O1CCOCC1.O>[CH:1]1([C:7]2[C:8]3[CH:9]=[CH:10][C:11]([C:35]([OH:37])=[O:36])=[CH:12][C:13]=3[N:14]3[CH2:21][CH2:20][N:19]([C:22](=[O:29])[CH2:23][N:24]4[CH:28]=[CH:27][N:26]=[CH:25]4)[CH2:18][C:17]4[CH:30]=[C:31]([F:34])[CH:32]=[CH:33][C:16]=4[C:15]=23)[CH2:6][CH2:5][CH2:4][CH2:3][CH2:2]1 |f:1.2,3.4|. Reported procedure: Methyl 14-cyclohexyl-3-fluoro-6-(1H-imidazol-1-ylacetyl)-5,6,7,8-tetrahydroindolo[2,1-a][2,5]benzodiazocine-11-carboxylate was dissolved in a solution of dioxane: H2O (1:1) (0.1 M) and to that solution aqueous KOH (3 eq, 5 N) were added. The solution was stirred at 60° C. for 3 h. The solvent was evaporated in vacuo. The crude was then purified by automated RP-MS-HPLC (stationary phase: column Waters SYMMETRY prep. C18, 7 μm, 19×300 mm. Mobile phase: MeCN/H2O buffered with 0.1% TFA). Fractions c... Starting materials: COc1cc(NC2CCN(Cc3ccccc3)CC2)ccc1-c1nc2c(C)nn(C3CCCCC3)c2c(=O)[nH]1, ClCCl, CC(Cl)OC(=O)Cl, ClCCCl. RXN SMILES: [CH2:4]([c:5]1[cH:6][cH:7][cH:8][cH:9][cH:10]1)[N:11]1[CH2:12][CH2:13][CH:14]([NH:17][c:18]2[cH:19][c:20]([O:41][CH3:42])[c:21](-[c:24]3[nH:25][c:26](=[O:40])[c:27]4[c:28]([n:29]3)[c:30]([CH3:39])[n:31][n:32]4[CH:33]3[CH2:34][CH2:35][CH2:36][CH2:37][CH2:38]3)[cH:22][cH:23]2)[CH2:15][CH2:16]1.[Cl:1][CH2:2][Cl:3].[Cl:43][C:44]([O:45][CH:46]([Cl:47])[CH3:48])=[O:49].[Cl:50][CH2:51][CH2:52][Cl:53]>>[NH:11]1[CH2:12][CH2:13][CH:14]([NH:17][c:18]2[cH:19][c:20]([O:41][CH3:42])[c:21](-[c:24]3[nH:25][c:26](=[O:40])[c:27]4[c:28]([n:29]3)[c:30]([CH3:39])[n:31][n:32]4[CH:33]3[CH2:34][CH2:35][CH2:36][CH2:37][CH2:38]3)[cH:22][cH:23]2)[CH2:15][CH2:16]1. The product is COc1cc(NC2CCNCC2)ccc1-c1nc2c(C)nn(C3CCCCC3)c2c(=O)[nH]1.